Dataset: the Open Reaction Database (ORD), a public repository of structured organic reaction records. Task: describe an organic reaction: reactants, conditions, products, and yield Reaction SMILES: [C:1]([NH:4][C:5]1[C:10]([CH3:11])=[CH:9][C:8]([C:12]2[CH:21]=[C:20]([CH3:22])[C:15]([NH:16][C:17](=O)[CH3:18])=[CH:14][C:13]=2[CH3:23])=[C:7]([CH3:24])[CH:6]=1)(=O)[CH3:2].[CH3:25][C:26]1[CH:31]=CC(I)=[CH:28][CH:27]=1>>[CH3:24][C:7]1[CH:6]=[CH:5][C:1]([NH:4][C:5]2[C:10]([CH3:11])=[CH:9][C:8]([C:12]3[CH:21]=[C:20]([CH3:22])[C:15]([NH:16][C:17]4[CH:28]=[CH:27][C:26]([CH3:25])=[CH:31][CH:18]=4)=[CH:14][C:13]=3[CH3:23])=[C:7]([CH3:24])[CH:6]=2)=[CH:2][CH:8]=1. The product is CC1=CC=C(C=C1)NC1=CC(=C(C=C1C)C1=C(C=C(NC2=CC=C(C=C2)C)C(=C1)C)C)C (N,N'-bis(4-methylphenyl)-2,5,2',5'-tetramethylbenzidine). The reactants are C(C)(=O)NC1=CC(=C(C=C1C)C1=C(C=C(NC(C)=O)C(=C1)C)C)C (N,N'-diacetyl-2,5,2',5'-tetramethylbenzidine), CC1=CC=C(C=C1)I (4-methyliodobenzene). Reported procedure: According to the same manner as that described in Synthesis Example 1, 16.19 of N,N'-diacetyl-2,5,2',5'-tetramethylbenzidine was reacted with 21.8 g of 4-methyliodobenzene to give N,N'-bis(4-methylphenyl)-2,5,2',5'-tetramethylbenzidine. Further, 12.0 g of N,N'-bis(4-methylphenyl)-2,5,2',5'-tetramethylbenzidine was reacted with 13.0 g of 4-tert-butyliodobenzene according to the same manner as that described in Synthesis Example 1 to give N,N'-bis(4-methylphenyl)-N,N'-bis(4-tert-butylphenyl)-2,5,2... The reactants are CCCCc1nc(-c2ccc(C(F)(F)F)cc2)sc1CO, COC(=O)c1ccc(O)cc1Cl, ClCCl, CCOC(=O)N=NC(=O)OCC, c1ccc(P(c2ccccc2)c2ccccc2)cc1. The product is CCCCc1nc(-c2ccc(C(F)(F)F)cc2)sc1COc1ccc(C(=O)OC)c(Cl)c1. Reaction SMILES: [CH2:1]([CH2:2][CH2:3][CH3:4])[c:5]1[n:6][c:7](-[c:12]2[cH:13][cH:14][c:15]([C:18]([F:19])([F:20])[F:21])[cH:16][cH:17]2)[s:8][c:9]1[CH2:10][OH:11].[CH3:22][O:23][C:24]([c:25]1[c:26]([Cl:32])[cH:27][c:28]([OH:31])[cH:29][cH:30]1)=[O:33].[Cl:65][CH2:66][Cl:67].[O:53]=[C:54]([O:55][CH2:56][CH3:57])[N:58]=[N:59][C:60]([O:61][CH2:62][CH3:63])=[O:64].[c:34]1([P:35]([c:36]2[cH:37][cH:38][cH:39][cH:40][cH:41]2)[c:42]2[cH:43][cH:44][cH:45][cH:46][cH:47]2)[cH:48][cH:49][cH:50][cH:51][cH:52]1>>[CH2:1]([CH2:2][CH2:3][CH3:4])[c:5]1[n:6][c:7](-[c:12]2[cH:13][cH:14][c:15]([C:18]([F:19])([F:20])[F:21])[cH:16][cH:17]2)[s:8][c:9]1[CH2:10][O:11][c:28]1[cH:27][c:26]([Cl:32])[c:25]([C:24]([O:23][CH3:22])=[O:33])[cH:30][cH:29]1. The reactants are Cc1cc(OCc2ccccc2)c2cc(C(N)=O)[nH]c2c1, CO, COCCOC, [H][H]. The product is Cc1cc(O)c2cc(C(N)=O)[nH]c2c1. Reaction SMILES: [CH2:1]([c:2]1[cH:3][cH:4][cH:5][cH:6][cH:7]1)[O:8][c:9]1[c:10]2[cH:11][c:12]([C:19]([NH2:20])=[O:21])[nH:13][c:14]2[cH:15][c:16]([CH3:18])[cH:17]1.[CH3:22][OH:23].[CH3:26][O:27][CH2:28][CH2:29][O:30][CH3:31].[H:24][H:25]>>[OH:8][c:9]1[c:10]2[cH:11][c:12]([C:19]([NH2:20])=[O:21])[nH:13][c:14]2[cH:15][c:16]([CH3:18])[cH:17]1. Reactants: CCCCCCCCCCCCCCCCCC(C)=O, Cc1ccccc1, C1COCO1, O, OCC(O)CO, Cc1ccc(S(=O)(=O)O)cc1. Product: CCCCCCCCCCCCCCCCCC1(C)OCC(CO)O1. RXN SMILES: [CH3:1][C:2]([CH2:3][CH2:4][CH2:5][CH2:6][CH2:7][CH2:8][CH2:9][CH2:10][CH2:11][CH2:12][CH2:13][CH2:14][CH2:15][CH2:16][CH2:17][CH2:18][CH3:19])=[O:20].[CH3:43][c:44]1[cH:45][cH:46][cH:47][cH:48][cH:49]1.[O:38]1[CH2:39][CH2:40][O:41][CH2:42]1.[OH2:50].[OH:21][CH2:22][CH:23]([OH:24])[CH2:25][OH:26].[c:27]1([CH3:28])[cH:29][cH:30][c:31]([S:32]([OH:33])(=[O:34])=[O:35])[cH:36][cH:37]1>>[CH3:1][C:2]1([CH2:3][CH2:4][CH2:5][CH2:6][CH2:7][CH2:8][CH2:9][CH2:10][CH2:11][CH2:12][CH2:13][CH2:14][CH2:15][CH2:16][CH2:17][CH2:18][CH3:19])[O:20][CH2:25][CH:23]([CH2:22][OH:21])[O:24]1.